The task is: describe an organic reaction: reactants, conditions, products, and yield. This data is from the Open Reaction Database (ORD), a public repository of structured organic reaction records. The reactants are CS(C)=O, [Cu]I, Cc1cc(F)ccc1I, [K+], [K+], [K+], Nc1ncccc1-c1ccc(O)cc1, O=C(O)c1ccccn1, O=P([O-])([O-])[O-]. The product is Cc1cc(F)ccc1Oc1ccc(-c2cccnc2N)cc1. As a reaction SMILES: [CH3:43][S:44]([CH3:45])=[O:46].[Cu:41][I:42].[F:32][c:33]1[cH:34][c:35]([CH3:40])[c:36]([I:39])[cH:37][cH:38]1.[K+:29].[K+:30].[K+:31].[NH2:10][c:11]1[n:12][cH:13][cH:14][cH:15][c:16]1-[c:17]1[cH:18][cH:19][c:20]([OH:23])[cH:21][cH:22]1.[OH:1][C:2]([c:3]1[n:4][cH:5][cH:6][cH:7][cH:8]1)=[O:9].[P:24]([O-:25])([O-:26])([O-:27])=[O:28]>>[NH2:10][c:11]1[n:12][cH:13][cH:14][cH:15][c:16]1-[c:17]1[cH:18][cH:19][c:20]([O:23][c:36]2[c:35]([CH3:40])[cH:34][c:33]([F:32])[cH:38][cH:37]2)[cH:21][cH:22]1. Reactants: C(c1cccc(c2cccs2)n1)=O, CC1=CN=C(C=C1)N, [C-]#[N+]C1CCCCC1. The reagents and catalysts are O=C(O)C(F)(F)F (trifluoroacetic acid). The solvent is CC(C)O (isopropyl alcohol), CC(C)O (isopropylalcohol). Reaction conditions: temperature 22 celsius, time 20 hour. Yields the product Cc1ccc2nc(c3cccc(c4cccs4)n3)c(NC3CCCCC3)n2c1. Yield: 30.6%. Reaction SMILES: CC1=CC=C(N)N=C1.[C-]#[N+]C1CCCCC1.O=CC1=CC=CC(=N1)C1=CC=CS1>>CC1=CN2C(C=C1)=NC(=C2NC1CCCCC1)C1=CC=CC(=N1)C1=CC=CS1. Reactants: CC(C)(C)OC(=O)N1CC(O)CC1CCNC(=O)OCc1ccccc1, CS(C)=O, CCOCC, ClCCl, O, O=S(=O)=O, c1ccncc1. Yields the product CC(C)(C)OC(=O)N1CC(=O)CC1CCNC(=O)OCc1ccccc1. As a reaction SMILES: [C:1]([CH3:2])([CH3:3])([CH3:4])[O:5][C:6](=[O:7])[N:8]1[CH:9]([CH2:14][CH2:15][NH:16][C:17](=[O:18])[O:19][CH2:20][c:21]2[cH:22][cH:23][cH:24][cH:25][cH:26]2)[CH2:10][CH:11]([OH:13])[CH2:12]1.[CH3:40][S:41]([CH3:42])=[O:43].[CH3:45][CH2:46][O:47][CH2:48][CH3:49].[Cl:37][CH2:38][Cl:39].[OH2:44].[S:27](=[O:28])(=[O:29])=[O:30].[cH:31]1[cH:32][cH:33][n:34][cH:35][cH:36]1>>[C:1]([CH3:2])([CH3:3])([CH3:4])[O:5][C:6](=[O:7])[N:8]1[CH:9]([CH2:14][CH2:15][NH:16][C:17](=[O:18])[O:19][CH2:20][c:21]2[cH:22][cH:23][cH:24][cH:25][cH:26]2)[CH2:10][C:11](=[O:13])[CH2:12]1. The reactants are CN(C)[C@H]1[C@@H]2[C@]3(C[C@@H]([C@H](C[C@@H]3CC[C@H]2[C@@H]2CC=C[C@@]2(C)C1)O)OCC)C (11α-N,N-dimethylamino-2β-ethoxy-5α-androst-16-en-3α-ol), BrN1C(CCC1=O)=O (N-bromosuccinimide), Cl(=O)(=O)(=O)O (perchloric acid), O1CCCC1 (tetrahydrofuran). Solvent: O (water). Conditions: time 8 hour. Product: Br[C@H]1[C@]2(C)[C@@H](C[C@@H]1O)[C@@H]1CC[C@H]3C[C@@H]([C@H](C[C@]3(C)[C@H]1[C@@H](C2)N(C)C)OCC)O (17α-Bromo-11α-N,N-dimethylamino-2β-ethoxy-5α-androstane-3α,16β-diol). Reaction SMILES: [CH3:1][N:2]([C@@H:4]1[CH2:21][C@@]2(C)[C@@H:15]([CH2:16]C=C2)[C@H:14]2[C@H:5]1[C@:6]1([CH3:26])[C@@H:11]([CH2:12][CH2:13]2)[CH2:10][C@H:9]([OH:22])[C@@H:8]([O:23][CH2:24][CH3:25])[CH2:7]1)[CH3:3].[Br:27]N1C(=O)CCC1=O.Cl(O)(=O)(=O)=O.[O:40]1[CH2:44][CH2:43][CH2:42][CH2:41]1>O>[Br:27][C@@H:43]1[C@@H:44]([OH:40])[CH2:16][C@H:15]2[C@H:14]3[C@H:5]([C@H:4]([N:2]([CH3:3])[CH3:1])[CH2:21][C@:42]12[CH3:41])[C@:6]1([CH3:26])[C@H:11]([CH2:10][C@H:9]([OH:22])[C@@H:8]([O:23][CH2:24][CH3:25])[CH2:7]1)[CH2:12][CH2:13]3. Procedure: A solution of 11α-N,N-dimethylamino-2β-ethoxy-5α-androst-16-en-3α-ol (1.6 g) in tetrahydrofuran (40 ml) and water (16.5 ml) containing N-bromosuccinimide (1.05 g) and 60% perchloric acid (2 ml) was kept overnight at room temperature. The reaction mixture was partitioned between ethyl acetate and potassium carbonate solution and the organic extract was washed, dried (Na2SO4) and evaporated in vacuo. Purification of the residue by preparative thin layer chromatography over silica (ethyl acetate:pe... Reactants: C(C1=CC=CC=C1)OC(CO[C@H]([C@H](CC1=CC=CC=C1)NC(=O)OC(C)(C)C)C(N(C)OC)=O)=O ((1R,2S)-[2-tert-Butoxycarbonylamino-1-(methoxy-methyl-carbamoyl)-3-phenyl-propoxy]-acetic acid benzyl ester), Cl.O1CCOCC1 (HCl dioxane). Product: Cl.C(C1=CC=CC=C1)OC(CO[C@H]([C@H](CC1=CC=CC=C1)N)C(N(C)OC)=O)=O ((1R,2S)-[2-Amino-1-(methoxy-methyl-carbamoyl)-3-phenyl-propoxy]-acetic acid benzyl ester hydrochloride). As a reaction SMILES: [CH2:1]([O:8][C:9](=[O:35])[CH2:10][O:11][C@@H:12]([C:29](=[O:34])[N:30]([O:32][CH3:33])[CH3:31])[C@@H:13]([NH:21]C(OC(C)(C)C)=O)[CH2:14][C:15]1[CH:20]=[CH:19][CH:18]=[CH:17][CH:16]=1)[C:2]1[CH:7]=[CH:6][CH:5]=[CH:4][CH:3]=1.[ClH:36].O1CCOCC1>>[ClH:36].[CH2:1]([O:8][C:9](=[O:35])[CH2:10][O:11][C@@H:12]([C:29](=[O:34])[N:30]([O:32][CH3:33])[CH3:31])[C@@H:13]([NH2:21])[CH2:14][C:15]1[CH:16]=[CH:17][CH:18]=[CH:19][CH:20]=1)[C:2]1[CH:7]=[CH:6][CH:5]=[CH:4][CH:3]=1 |f:1.2,3.4|. Reported procedure: (1R,2S)-[2-tert-Butoxycarbonylamino-1-(methoxy-methyl-carbamoyl)-3-phenyl-propoxy]-acetic acid benzyl ester (170 mg, 0.35 mmol) was dissolved in 4N HCl-dioxane (2 mL) for 1.5 hours at 25° C., concentrated, the residue coevaporated with ether and dried giving an oil (163 mg). MS 387 (MH+, 100%). Yields the product ClC1=C(C=CC(=C1)OC)CN1N=C(C=C1)NC(C1=C(C=CC=C1F)F)=O (N-(1-{[2-Chloro-4-(methyloxy)phenyl]methyl}-1H-pyrazol-3-yl)-2,6-difluorobenzamide). The solvent is CS(=O)C (DMSO), CO (methanol). As a reaction SMILES: [Cl:1][C:2]1[CH:7]=[C:6]([OH:8])[CH:5]=[CH:4][C:3]=1[CH2:9][N:10]1[CH:14]=[CH:13][C:12]([NH:15][C:16](=[O:25])[C:17]2[C:22]([F:23])=[CH:21][CH:20]=[CH:19][C:18]=2[F:24])=[N:11]1.[CH3:26]C(C)([O-])C.[K+].CI>CS(C)=O.CO>[Cl:1][C:2]1[CH:7]=[C:6]([O:8][CH3:26])[CH:5]=[CH:4][C:3]=1[CH2:9][N:10]1[CH:14]=[CH:13][C:12]([NH:15][C:16](=[O:25])[C:17]2[C:18]([F:24])=[CH:19][CH:20]=[CH:21][C:22]=2[F:23])=[N:11]1 |f:1.2|. Procedure details: To a solution of N-{1-[(2-chloro-4-hydroxyphenyl)methyl]-1H-pyrazol-3-yl}-2,6-difluorobenzamide (for a preparation see Example 31)(30 mg, 0.082 mmol) in DMSO (0.5 ml) was added potassium t-butoxide (9.6 mg, 0.086 mmol) and then methyl iodide (6 μl, 0.096 mmol, Aldrich). The solution was stirred at ambient temperature overnight. The solution was diluted with methanol (0.5 ml) and purified by MDAP on Sunfire C18 column using Acetonitrile-Water with a Formic acid modifier (Method B). The solvent wa... Reaction conditions: time 8 hour. Reactants: ClC1=C(C=CC(=C1)O)CN1N=C(C=C1)NC(C1=C(C=CC=C1F)F)=O (N-{1-[(2-chloro-4-hydroxyphenyl)methyl]-1H-pyrazol-3-yl}-2,6-difluorobenzamide), CC(C)([O-])C.[K+] (potassium t-butoxide), CI (methyl iodide). The reactants are Cc1c(Br)c(=O)n(C2CCCC2)c2nc(S(C)=O)ncc12, CC1CN(c2ccc(N)nc2)CC(C)N1C(=O)OC(C)(C)C, Cc1ccccc1. Product: Cc1c(Br)c(=O)n(C2CCCC2)c2nc(Nc3ccc(N4CC(C)N(C(=O)OC(C)(C)C)C(C)C4)cn3)ncc12. Reaction SMILES: [Br:1][c:2]1[c:3]([CH3:21])[c:4]2[c:5]([n:6][c:7]([S:10]([CH3:11])=[O:12])[n:8][cH:9]2)[n:13]([CH:16]2[CH2:17][CH2:18][CH2:19][CH2:20]2)[c:14]1=[O:15].[C:22]([CH3:23])([CH3:24])([CH3:25])[O:26][C:27](=[O:28])[N:29]1[CH:30]([CH3:43])[CH2:31][N:32]([c:36]2[cH:37][n:38][c:39]([NH2:42])[cH:40][cH:41]2)[CH2:33][CH:34]1[CH3:35].[CH3:44][c:45]1[cH:46][cH:47][cH:48][cH:49][cH:50]1>>[Br:1][c:2]1[c:3]([CH3:21])[c:4]2[c:5]([n:6][c:7]([NH:42][c:39]3[n:38][cH:37][c:36]([N:32]4[CH2:31][CH:30]([CH3:43])[N:29]([C:27]([O:26][C:22]([CH3:23])([CH3:24])[CH3:25])=[O:28])[CH:34]([CH3:35])[CH2:33]4)[cH:41][cH:40]3)[n:8][cH:9]2)[n:13]([CH:16]2[CH2:17][CH2:18][CH2:19][CH2:20]2)[c:14]1=[O:15]. Starting materials: OC1=C(C=C(C=C1)C(C)=O)NC (1-(4-hydroxy-3-methylamino-phenyl)ethanone), BrCCCCl (1-bromo-3-chloropropane), [H-].[Na+] (sodium hydride), oil. Run in CN(C=O)C (dimethylformamide), CN(C=O)C (dimethylformamide), CN(C=O)C (dimethylformamide). Run at time 80 minute. Yields the product ClCCCOC1=C(C=C(C=C1)C(C)=O)NC (1-[4-(3-chloropropoxy)-3-methylaminophenyl]ethanone). Isolated yield 134.5%. As a reaction SMILES: [H-].[Na+].[OH:3][C:4]1[CH:9]=[CH:8][C:7]([C:10](=[O:12])[CH3:11])=[CH:6][C:5]=1[NH:13][CH3:14].Br[CH2:16][CH2:17][CH2:18][Cl:19]>CN(C)C=O>[Cl:19][CH2:18][CH2:17][CH2:16][O:3][C:4]1[CH:9]=[CH:8][C:7]([C:10](=[O:12])[CH3:11])=[CH:6][C:5]=1[NH:13][CH3:14] |f:0.1|. Reported procedure: To a stirred suspension of sodium hydride (0.87 g, 18.2 mmol of a 50% oil dispersion) in dimethylformamide (25 ml) under nitrogen and cooled to 0° in an ice-salt bath was added, dropwise, a solution of 1-(4-hydroxy-3-methylamino-phenyl)ethanone (3.0 g, 18.2 mmol) dissolved in dimethylformamide (55 ml) so that the temperature did not rise above 3° C. After the addition was complete, the reaction was stirred for 80 minutes at ambient temperature. The reaction was cooled to 5° C. and a solution of ...